From a dataset of the Open Reaction Database (ORD), a public repository of structured organic reaction records. describe an organic reaction: reactants, conditions, products, and yield Starting materials: Cl.Cl.C(C)NC1=NC2=C(N1)C=CC(=C2)C=2C=CC1=C(CNCCO1)C2 (N-ethyl-5-(2,3,4,5-tetrahydro-1,4-benzoxazepin-7-yl)-1H-benzimidazol-2-amine dihydrochloride), ClC1=NC2=CC=CC=C2C(=N1)Cl (2,4-dichloroquinazoline), CN (methylamine). Yields the product C(C)NC1=NC2=C(N1)C=C(C=C2)C=2C=CC1=C(CN(CCO1)C1=NC(=NC3=CC=CC=C13)NC)C2 (4-{7-[2-(ethylamino)-1H-benzimidazol-6-yl]-2,3-dihydro-1,4-benzoxazepin-4(5H)-yl}-N-methylquinazolin-2-amine). RXN SMILES: Cl.Cl.[CH2:3]([NH:5][C:6]1[NH:10][C:9]2[CH:11]=[CH:12][C:13]([C:15]3[CH:16]=[CH:17][C:18]4[O:24][CH2:23][CH2:22][NH:21][CH2:20][C:19]=4[CH:25]=3)=[CH:14][C:8]=2[N:7]=1)[CH3:4].Cl[C:27]1[N:36]=[C:35](Cl)[C:34]2[C:29](=[CH:30][CH:31]=[CH:32][CH:33]=2)[N:28]=1.[CH3:38][NH2:39]>>[CH2:3]([NH:5][C:6]1[NH:7][C:8]2[CH:14]=[C:13]([C:15]3[CH:16]=[CH:17][C:18]4[O:24][CH2:23][CH2:22][N:21]([C:35]5[C:34]6[C:29](=[CH:30][CH:31]=[CH:32][CH:33]=6)[N:28]=[C:27]([NH:39][CH3:38])[N:36]=5)[CH2:20][C:19]=4[CH:25]=3)[CH:12]=[CH:11][C:9]=2[N:10]=1)[CH3:4] |f:0.1.2|. Procedure details: Prepared according to the method of example 25 by using N-ethyl-5-(2,3,4,5-tetrahydro-1,4-benzoxazepin-7-yl)-1H-benzimidazol-2-amine dihydrochloride (example 11, step 3) and 2,4-dichloroquinazoline in step 1 and methylamine in step 2. 1H NMR (400 MHz, DMSO-d6) δ 7.80 (d, 1H), 7.51 (d, 2H), 7.43 (d, 1H), 7.33 (s, 1H), 7.15 (t, 2H), 7.06-6.96 (m, 2H), 6.74-6.61 (m, 2H), 4.94 (s, 2H), 4.43 (s, 2H), 4.07 (s, 2H), 3.31 (q, 2H), 2.77 (s, 3H), 1.87 (s, 6H), 1.18 (t, 3H); MS (EI) for C27H27N7O: 466.